From a dataset of the Open Reaction Database (ORD), a public repository of structured organic reaction records. describe an organic reaction: reactants, conditions, products, and yield The reactants are C(CCC)N1CC2CN(CC(C1)C2O)CCCC (3,7-di-n-butyl-3,7-diazabicyclo[3.3.1]nonane-9-ol), ClC1=CC=C(C(=O)Cl)C=C1 (4-chloro-benzoyl chloride). The product is C(CCC)N1CC2CN(CC(C1)C2OC(C2=CC=C(C=C2)Cl)=O)CCCC (3,7-di-n-butyl-9-(4'-chlorobenzoyloxy)-3,7-diazabicyclo[3.3.1]nonane). Isolated yield 57.5%. RXN SMILES: [CH2:1]([N:5]1[CH2:12][CH:11]2[CH:13]([OH:14])[CH:7]([CH2:8][N:9]([CH2:15][CH2:16][CH2:17][CH3:18])[CH2:10]2)[CH2:6]1)[CH2:2][CH2:3][CH3:4].[Cl:19][C:20]1[CH:28]=[CH:27][C:23]([C:24](Cl)=[O:25])=[CH:22][CH:21]=1>>[CH2:15]([N:9]1[CH2:10][CH:11]2[CH:13]([O:14][C:24](=[O:25])[C:23]3[CH:27]=[CH:28][C:20]([Cl:19])=[CH:21][CH:22]=3)[CH:7]([CH2:6][N:5]([CH2:1][CH2:2][CH2:3][CH3:4])[CH2:12]2)[CH2:8]1)[CH2:16][CH2:17][CH3:18]. Procedure: 10.18 g of 3,7-di-n-butyl-3,7-diazabicyclo[3.3.1]nonane-9-ol are reacted with 7.7 g of 4-chloro-benzoyl chloride as described in Example 8 to obtain 3,7-di-n-butyl-9-(4'-chlorobenzoyloxy)-3,7-diazabicyclo[3.3.1]nonane, which is converted into its fumarate. The salt, melting at 180°-181° C., is obtained with a yield of 57.5%.